Dataset: the Open Reaction Database (ORD), a public repository of structured organic reaction records. Task: describe an organic reaction: reactants, conditions, products, and yield Starting materials: crude compound, BrCC(CC(CC(=O)OC(CC1=CC=CC=C1)(C)C)=O)O (2-methyl-1-phenylpropan-2-yl 6-bromo-5-hydroxy-3-oxohexanoate), ClCC(CC(CC(=O)OC(CC1=CC=CC=C1)(C)C)=O)O (2-methyl-1-phenylpropan-2-yl 6-chloro-5-hydroxy-3-oxohexanoate). Product: BrC[C@H](C[C@H](CC(=O)OC(CC1=CC=CC=C1)(C)C)O)O ((3R,5S)-2-methyl-1-phenylpropan-2-yl 6-bromo-3,5-dihydroxy-hexanoate). RXN SMILES: [Br:1][CH2:2][CH:3]([OH:21])[CH2:4][C:5](=[O:20])[CH2:6][C:7]([O:9][C:10]([CH3:19])([CH3:18])[CH2:11][C:12]1[CH:17]=[CH:16][CH:15]=[CH:14][CH:13]=1)=[O:8].ClCC(O)CC(=O)CC(OC(C)(C)CC1C=CC=CC=1)=O>>[Br:1][CH2:2][C@@H:3]([OH:21])[CH2:4][C@@H:5]([OH:20])[CH2:6][C:7]([O:9][C:10]([CH3:18])([CH3:19])[CH2:11][C:12]1[CH:13]=[CH:14][CH:15]=[CH:16][CH:17]=1)=[O:8]. Procedure: The procedure was carried out in the same manner as in Example 3, except that the crude compound (2-methyl-1-phenylpropan-2-yl 6-bromo-5-hydroxy-3-oxohexanoate (7b, 80.0 g) prepared in Example 2 was used in place of (2-methyl-1-phenylpropan-2-yl 6-chloro-5-hydroxy-3-oxohexanoate (7a, 80.0 g). The crude title compound was obtained (12.0 g). A portion of the crude compound was purified by silica gel column (ethyl acetate:n-hexane=3:7(v/v)) to obtain the following NMR data. Reactants: C(C)(C)(C)OC(=O)N1CCC(CC1)C=1NC=C(N1)C1=CC(=C(C=C1)F)C(F)(F)F (4-[4-(4-fluoro-3-trifluoromethyl-phenyl)-1H-imidazol-2-yl]-piperidine-1-carboxylic acid tert-butyl ester), [OH-].[K+] (KOH), O (water), Cl.C(C1=CC=CC=C1)N1[C@H](CCCC1)CBr ((R)-1-benzyl-2-(bromomethyl)piperidine hydrochloride). Solvent: CS(=O)C (DMSO). Reaction conditions: time 30 minute. Product: C(C)(C)(C)OC(=O)N1CCC(CC1)C=1N(C=C(N1)C1=CC(=C(C=C1)F)C(F)(F)F)CC1N(CCCC1)CC1=CC=CC=C1 (4-(1-((1-Benzylpiperidin-2-yl)methyl)-4-(4-fluoro-3-trifluoromethyl-phenyl)-1H-imidazol-2-yl)piperidine-1-carboxylic acid tert-butyl ester). The yield is 45.4%. RXN SMILES: [C:1]([O:5][C:6]([N:8]1[CH2:13][CH2:12][CH:11]([C:14]2[NH:15][CH:16]=[C:17]([C:19]3[CH:24]=[CH:23][C:22]([F:25])=[C:21]([C:26]([F:29])([F:28])[F:27])[CH:20]=3)[N:18]=2)[CH2:10][CH2:9]1)=[O:7])([CH3:4])([CH3:3])[CH3:2].[OH-].[K+].Cl.[CH2:33]([N:40]1[CH2:45][CH2:44][CH2:43][CH2:42][C@@H:41]1[CH2:46]Br)[C:34]1[CH:39]=[CH:38][CH:37]=[CH:36][CH:35]=1.O>CS(C)=O>[C:1]([O:5][C:6]([N:8]1[CH2:13][CH2:12][CH:11]([C:14]2[N:15]([CH2:46][CH:41]3[CH2:42][CH2:43][CH2:44][CH2:45][N:40]3[CH2:33][C:34]3[CH:39]=[CH:38][CH:37]=[CH:36][CH:35]=3)[CH:16]=[C:17]([C:19]3[CH:24]=[CH:23][C:22]([F:25])=[C:21]([C:26]([F:27])([F:28])[F:29])[CH:20]=3)[N:18]=2)[CH2:10][CH2:9]1)=[O:7])([CH3:4])([CH3:2])[CH3:3] |f:1.2,3.4|. Reported procedure: To a solution of 4-[4-(4-fluoro-3-trifluoromethyl-phenyl)-1H-imidazol-2-yl]-piperidine-1-carboxylic acid tert-butyl ester (4.5 g, 0.011 mol, 1.0 eq) in DMSO (100 mL) and add powdered KOH (3.0 g, 0.055 mol, 5.0 eq) at RT under nitrogen atmosphere and stir for 30 minutes. To the resulting solution add (R)-1-benzyl-2-(bromomethyl)piperidine hydrochloride (5.0 g, 0.0165 mol, 1.5 eq) and stir the reaction mass at RT for 16 h. After completion, dilute the reaction with water (100 mL) and extract the c...